Dataset: the Open Reaction Database (ORD), a public repository of structured organic reaction records. Task: describe an organic reaction: reactants, conditions, products, and yield The solvent is C(C)(=O)O (acetic acid). Reactants: C12C3CC3C(C3C1C(=O)OC3=O)C=C2 (tricyclo-[3.2.2.02.4 ]-non-8-ene-6,7-dicarboxylic acid anhydride), [N+](=O)([O-])C1=CC=C(N)C=C1 (4-nitroaniline), O (water), crude product. Procedure details: 250 g of tricyclo-[3.2.2.02.4 ]-non-8-ene-6,7-dicarboxylic acid anhydride (prepared from cycloheptatriene and maleic acid anhydride, K. Alder, Ber. 86, 1528-39 (1953)) and 200 g of 4-nitroaniline are refluxed in 1500 ml of glacial acetic acid for 3 hours. The reaction mixture cooled to 60° C is poured into 2000 ml of hot water, whereupon the crude product precipitates. After cooling, the crude product is filtered off, dried, and recrystallised from ethyl acetate; M.P. 210°-212° C. Product: [N+](=O)([O-])C1=CC=C(C=C1)N1C(=O)C2C3C4CC4C(C2C1=O)C=C3 (N-(4'-nitrophenyl)-tricyclo-[3.2.2.02.4 ]-non-8-ene-6,7-dicarboximide). As a reaction SMILES: [CH:1]12[CH:14]=[CH:13][CH:5]([CH:6]3[C:11](=[O:12])O[C:8](=[O:9])[CH:7]31)[CH:4]1[CH:2]2[CH2:3]1.[N+:15]([C:18]1[CH:24]=[CH:23][C:21]([NH2:22])=[CH:20][CH:19]=1)([O-:17])=[O:16].O>C(O)(=O)C>[N+:15]([C:18]1[CH:24]=[CH:23][C:21]([N:22]2[C:8](=[O:9])[CH:7]3[CH:6]([CH:5]4[CH:13]=[CH:14][CH:1]3[CH:2]3[CH:4]4[CH2:3]3)[C:11]2=[O:12])=[CH:20][CH:19]=1)([O-:17])=[O:16]. Conditions: temperature 60 celsius. The reactants are C[C@]12CC[C@H]3[C@H]([C@@H]1CC[C@@H]2O)CCC4=CC(=O)CC[C@H]34 (19-nortestosterone), CrO3. Run in C(C)(=O)O (acetic acid), C(C)(=O)O (acetic acid). Conditions: time 1 hour. Yields the product C[C@@]12C(CC[C@H]1[C@@H]1CCC3=CC(CC[C@@H]3[C@H]1CC2)=O)=O (Estra-4-ene-3,17-dione). Isolated yield 94.9%. As a reaction SMILES: [CH3:1][C@@:2]12[C@@H:10]([OH:11])[CH2:9][CH2:8][C@H:7]1[C@@H:6]1[CH2:12][CH2:13][C:14]3[C@@H:20]([C@H:5]1[CH2:4][CH2:3]2)[CH2:19][CH2:18][C:16](=[O:17])[CH:15]=3>C(O)(=O)C>[CH3:1][C@:2]12[CH2:3][CH2:4][C@H:5]3[C@@H:6]([CH2:12][CH2:13][C:14]4[C@@H:20]3[CH2:19][CH2:18][C:16](=[O:17])[CH:15]=4)[C@@H:7]1[CH2:8][CH2:9][C:10]2=[O:11]. Reported procedure: To a solution of 19-nortestosterone 52 (26.85 g, 97.85 mmol) in acetic acid (200 mL) was added a CrO3 (7.4 g, 74 mmol) in acetic acid (150 mL) and stirred for 1 h at room temperature. The reaction mixture was concentrated under reduced pressure to half of its initial volume, poured into 1 M hydrochloric acid (500 mL) and extracted with EtOAc. The combined organic layers were washed with saturated aqueous NaHCO3, dried over anhydrous MgSO4, filtered, and then concentrated to afford dione 53 as a ... Reactants: BrN1C(CCC1=O)=O (N-bromosuccinimide), C(C)(C)(C)C=1C=C(C=C(C1)Cl)C (3-t-Butyl-5-chlorotoluene), C(C1=CC=CC=C1)(=O)OOC(C1=CC=CC=C1)=O (benzoyl peroxide). Run in C(Cl)(Cl)(Cl)Cl (carbon tetrachloride). Yields the product C(C)(C)(C)C=1C=C(CBr)C=C(C1)Cl (3-t-Butyl-5-chlorobenzyl bromide). As a reaction SMILES: [C:1]([C:5]1[CH:6]=[C:7]([CH3:12])[CH:8]=[C:9]([Cl:11])[CH:10]=1)([CH3:4])([CH3:3])[CH3:2].[Br:13]N1C(=O)CCC1=O.C(OOC(=O)C1C=CC=CC=1)(=O)C1C=CC=CC=1>C(Cl)(Cl)(Cl)Cl>[C:1]([C:5]1[CH:6]=[C:7]([CH:8]=[C:9]([Cl:11])[CH:10]=1)[CH2:12][Br:13])([CH3:4])([CH3:3])[CH3:2]. Reported procedure: 3-t-Butyl-5-chlorotoluene (5.7 g) was dissolved in carbon tetrachloride (80 ml) and N-bromosuccinimide (5.56 g) was added followed by benzoyl peroxide (750 mg). This mixture was heated at reflux for 6 h. The mixture was cooled, filtered through celite and the flitrate was concentrated in vacuo. The residue was purified by chromatography on silica using hexane as eluant. This afforded the title compound as a colourless liquid. 1H NMR (360 MHz, CDCl3) δ 1.31 (9H, s, (CH3)3), 4.42 (2H, s, CH2), 7.2... Reactants: BrC=1C=C2C(=NC1)NC=C2 (5-Bromo-1H-pyrrolo[2,3-b]pyridine), CN1C(CCC1)=O (N-methyl-2-pyrrolidinone), O (water), C(C)(=O)OCC (ethyl acetate). RXN SMILES: Br[C:2]1[CH:3]=[C:4]2[CH:10]=[CH:9][NH:8][C:5]2=[N:6][CH:7]=1.O.C(OCC)(=O)C.[CH3:18][N:19]1CCCC1=O>[C-]#N.[Zn+2].[C-]#N.C1C=CC([P]([Pd]([P](C2C=CC=CC=2)(C2C=CC=CC=2)C2C=CC=CC=2)([P](C2C=CC=CC=2)(C2C=CC=CC=2)C2C=CC=CC=2)[P](C2C=CC=CC=2)(C2C=CC=CC=2)C2C=CC=CC=2)(C2C=CC=CC=2)C2C=CC=CC=2)=CC=1>[NH:8]1[C:5]2=[N:6][CH:7]=[C:2]([C:18]#[N:19])[CH:3]=[C:4]2[CH:10]=[CH:9]1 |f:4.5.6,^1:33,35,54,73|. Isolated yield 73.0%. Reaction conditions: temperature 110 celsius, time 4.5 hour. Product: N1C=CC=2C1=NC=C(C2)C#N (1H-Pyrrolo[2,3-b]pyridine-5-carbonitrile). Reagents/catalysts: [C-]#N.[Zn+2].[C-]#N (zinc cyanide), C=1C=CC(=CC1)[P](C=2C=CC=CC2)(C=3C=CC=CC3)[Pd]([P](C=4C=CC=CC4)(C=5C=CC=CC5)C=6C=CC=CC6)([P](C=7C=CC=CC7)(C=8C=CC=CC8)C=9C=CC=CC9)[P](C=1C=CC=CC1)(C=1C=CC=CC1)C=1C=CC=CC1 (tetrakis(triphenylphosphine)palladium(0)). Procedure details: 5-Bromo-1H-pyrrolo[2,3-b]pyridine described in Preparation Example R-5 (90 mg, 0.46 mmol), zinc cyanide (80 mg, 0.69 mmol) and tetrakis(triphenylphosphine)palladium(0) (53 mg, 46 μmol) were dissolved in N-methyl-2-pyrrolidinone (2 mL), and the mixture was stirred for 4.5 hours at 110° C. under nitrogen atmosphere. The reaction mixture was cooled to room temperature, water and ethyl acetate were added to the reaction mixture, the organic layer was partitioned, the organic layer was washed with br... Starting materials: methyl ester, Cl.COC(=O)N1[C@H]2[C@@H](C=CC1)NC(=N2)N ((cis)-2-Amino-1,3a,5,7a-tetrahydroimidazo[4,5-b]pyridine-4-carboxylic acid methyl ester hydrochloride), [OH-].[Na+] (NaOH). Solvent: P(=O)([O-])([O-])[O-] (phosphate). Conditions: time 5 minute. Product: COC(NCC=CC=1NC(NC1)N)=O ([3-(2-Amino-2,3-dihydro-1H-imidazol-4-yl)allyl]carbamic acid methyl ester). Isolated yield 85.0%. Reaction SMILES: Cl.[CH3:2][O:3][C:4]([N:6]1[CH2:11][CH:10]=[CH:9][C@H:8]2[NH:12][C:13]([NH2:15])=[N:14][C@@H:7]12)=[O:5].[OH-].[Na+]>P([O-])([O-])([O-])=O>[CH3:2][O:3][C:4](=[O:5])[NH:6][CH2:11][CH:10]=[CH:9][C:8]1[NH:12][CH:13]([NH2:15])[NH:14][CH:7]=1 |f:0.1,2.3|. Reported procedure: 0.111 g (0.47 mmol) of the methyl ester of 2-amino-1,3a,5,7a-tetrahydroimidazo[4,5-b]pyridine-4-carboxylic acid 4 is added to 4 ml of a NaOH solution (1 ml). The reaction mixture is brought to reflux with stirring for 5 minutes (reaction monitored by TLC). After cooling, a phosphate buffer solution (pH=7) (20 ml) is added and the mixture is extracted with BuOH until exhausted. The organic phases are combined and evaporated to dryness to give 0.079 g of allyl amine 16 in the form of a brown solid... The reactants are O (water), C(=O)C=O.C=1OC=C2C1C=CC=C2 (2-benzofuran glyoxal), NC(C)CC1=CC=C(C=C1)C (2-amino-3-(4-methylphenyl)propane). Solvent: C1=CC=CC=C1 (benzene). Yields the product CC1=CC=C(C=C1)CC(C)NCC(O)C=1OC2=C(C1)C=CC=C2 (N-[2-(4-methylphenyl)-1-methylethyl]-2-(2-benzofuranyl)-2-hydroxyethanamine). Yield: 76.4%. RXN SMILES: [CH:1]([CH:3]=O)=[O:2].[CH:5]1[O:6][CH:7]=[C:8]2[CH:13]=[CH:12][CH:11]=[CH:10][C:9]=12.[NH2:14][CH:15]([CH2:17][C:18]1[CH:23]=[CH:22][C:21]([CH3:24])=[CH:20][CH:19]=1)[CH3:16].O>C1C=CC=CC=1>[CH3:24][C:21]1[CH:22]=[CH:23][C:18]([CH2:17][CH:15]([NH:14][CH2:3][CH:1]([C:7]2[O:6][C:5]3[CH:9]=[CH:10][CH:11]=[CH:12][C:13]=3[CH:8]=2)[OH:2])[CH3:16])=[CH:19][CH:20]=1 |f:0.1|. Procedure: A mixture of 2-benzofuran glyoxal (10.44 g) and 2-amino-3-(4-methylphenyl)propane (8.94 g) was refluxed in benzene using a Dean and Stark head until the theoretical amount of water had been removed. The solvent was evaporated, replaced with methanol and sodium borohydride (5 g) added. The methanol was evaporated, the residue partitioned between water and ether and the ether layer dried. Filtration and evaporation gave an oil which was chromatographed on Kieselgel 60. Elution with 2% methanol-chl... Starting materials: CC(=O)OCCC(CCC1(CCO[Si](c2ccccc2)(c2ccccc2)C(C)(C)C)CCCCC1)(COC(C)=O)COC(C)=O, CO, Cl, C1CCOC1, O. Yields the product CC(=O)OCCC(CCC1(CCO)CCCCC1)(COC(C)=O)COC(C)=O. As a reaction SMILES: [C:1]([CH3:2])(=[O:3])[O:4][CH2:5][C:6]([CH2:7][O:8][C:9]([CH3:10])=[O:11])([CH2:12][CH2:13][O:14][C:15]([CH3:16])=[O:17])[CH2:18][CH2:19][C:20]1([CH2:26][CH2:27][O:28][Si:29]([C:30]([CH3:31])([CH3:32])[CH3:33])([c:34]2[cH:35][cH:36][cH:37][cH:38][cH:39]2)[c:40]2[cH:41][cH:42][cH:43][cH:44][cH:45]2)[CH2:21][CH2:22][CH2:23][CH2:24][CH2:25]1.[CH3:48][OH:49].[ClH:46].[O:50]1[CH2:51][CH2:52][CH2:53][CH2:54]1.[OH2:47]>>[C:1]([CH3:2])(=[O:3])[O:4][CH2:5][C:6]([CH2:7][O:8][C:9]([CH3:10])=[O:11])([CH2:12][CH2:13][O:14][C:15]([CH3:16])=[O:17])[CH2:18][CH2:19][C:20]1([CH2:26][CH2:27][OH:28])[CH2:21][CH2:22][CH2:23][CH2:24][CH2:25]1.